This data is from the Open Reaction Database (ORD), a public repository of structured organic reaction records. The task is: describe an organic reaction: reactants, conditions, products, and yield The reactants are ClC1=C(C(=O)C2C(CCCC2=O)=O)C=CC(=C1)S(=O)(=O)C (2-(2-chloro-4-methanesulfonylbenzoyl)cyclohexane-1,3-dione), CNN (methylhydrazine). Run in C(C)O (ethanol). Yields the product O=C1C=2C(=NN(C2CCC1)C)C1=C(C=C(C=C1)S(=O)(=O)C)Cl (4,5,6,7-Tetrahydro-4-oxo-1-methyl-3-(2-chloro-4-methane-sulfonylphenyl)-1H-indazole). Reaction SMILES: [Cl:1][C:2]1[CH:17]=[C:16]([S:18]([CH3:21])(=[O:20])=[O:19])[CH:15]=[CH:14][C:3]=1[C:4]([CH:6]1[C:11](=O)[CH2:10][CH2:9][CH2:8][C:7]1=[O:13])=O.[CH3:22][NH:23][NH2:24]>C(O)C>[O:13]=[C:7]1[CH2:8][CH2:9][CH2:10][C:11]2[N:23]([CH3:22])[N:24]=[C:4]([C:3]3[CH:14]=[CH:15][C:16]([S:18]([CH3:21])(=[O:20])=[O:19])=[CH:17][C:2]=3[Cl:1])[C:6]1=2. Reported procedure: 2 g of 2-(2-chloro-4-methanesulfonylbenzoyl)cyclohexane-1,3-dione are dissolved in 50 ml of ethanol, 0.28 g of methylhydrazine are added, and the solution is then refluxed for 4 hours. It is subsequently allowed to cool, and the precipitate which has separated out is filtered off with suction. 0.85 g (41% of theory) of the desired product of the formula ##STR9## of melting point 208° C. is obtained. Reactants: C1(=CC=CC=C1)OC(NC1=C(C(=NS1)OCC1=C(C=C(C=C1F)Cl)F)C(N)=O)=O ([4-carbamoyl-3-(2,6-difluoro-4-chloro-benzyloxy)-isothiazol-5-yl]-carbamic acid phenyl ester), CN1CCN(CC1)CCCN (3-(4-methyl-piperazin-1-yl)-propylamine). Yields the product Cl.ClC1=CC(=C(COC2=NSC(=C2C(=O)N)NC(=O)NCCCN2CCN(CC2)C)C(=C1)F)F (3-(4-Chloro-2,6-difluoro-benzyloxy)-5-{3-[3-(4-methyl-piperazin-1-yl)-propyl]-ureido}-isothiazole-4-carboxylic Acid Amide—Hydrochloride Salt). RXN SMILES: C1(O[C:8](=[O:29])[NH:9][C:10]2[S:14][N:13]=[C:12]([O:15][CH2:16][C:17]3[C:22]([F:23])=[CH:21][C:20]([Cl:24])=[CH:19][C:18]=3[F:25])[C:11]=2[C:26](=[O:28])[NH2:27])C=CC=CC=1.[CH3:30][N:31]1[CH2:36][CH2:35][N:34]([CH2:37][CH2:38][CH2:39][NH2:40])[CH2:33][CH2:32]1>>[ClH:24].[Cl:24][C:20]1[CH:19]=[C:18]([F:25])[C:17]([CH2:16][O:15][C:12]2[C:11]([C:26]([NH2:27])=[O:28])=[C:10]([NH:9][C:8]([NH:40][CH2:39][CH2:38][CH2:37][N:34]3[CH2:33][CH2:32][N:31]([CH3:30])[CH2:36][CH2:35]3)=[O:29])[S:14][N:13]=2)=[C:22]([F:23])[CH:21]=1 |f:2.3|. Procedure: The title compound was prepared from [4-carbamoyl-3-(2,6-difluoro-4-chloro-benzyloxy)-isothiazol-5-yl]-carbamic acid phenyl ester and 3-(4-methyl-piperazin-1-yl)-propylamine by the procedure analogous to Example 6. 1H NMR (400 MHz, D2O) δ 6.86 (bm, 2H), 5.20 (s, 2H), 3.4-2.6 (bm, 8H), 3.10 (b, 2H), 2.63 (b, 5H), 1.67 (m, 2H) ppm; MS (APCl, m/z): 503 [M+H]+. The reactants are Cc1cc(NC(=O)OCC(Cl)(Cl)Cl)no1, CS(C)=O, CCN(C(C)C)C(C)C, O, c1ccc(-c2nsc(N3CCNCC3)n2)cc1. Product: Cc1cc(NC(=O)N2CCN(c3nc(-c4ccccc4)ns3)CC2)no1. RXN SMILES: [CH3:1][c:2]1[cH:3][c:4]([NH:7][C:8]([O:9][CH2:10][C:11]([Cl:12])([Cl:13])[Cl:14])=[O:15])[n:5][o:6]1.[CH3:43][S:44]([CH3:45])=[O:46].[CH:33]([N:34]([CH:35]([CH3:36])[CH3:37])[CH2:38][CH3:39])([CH3:40])[CH3:41].[OH2:42].[c:16]1(-[c:22]2[n:23][s:24][c:25]([N:27]3[CH2:28][CH2:29][NH:30][CH2:31][CH2:32]3)[n:26]2)[cH:17][cH:18][cH:19][cH:20][cH:21]1>>[CH3:1][c:2]1[cH:3][c:4]([NH:7][C:8](=[O:15])[N:30]2[CH2:29][CH2:28][N:27]([c:25]3[s:24][n:23][c:22](-[c:16]4[cH:17][cH:18][cH:19][cH:20][cH:21]4)[n:26]3)[CH2:32][CH2:31]2)[n:5][o:6]1.